This data is from the Open Reaction Database (ORD), a public repository of structured organic reaction records. The task is: describe an organic reaction: reactants, conditions, products, and yield The reactants are CC(=O)[O-], CC(=O)[O-], CC(c1ccc(O)cc1Cl)C(O)(c1ccc2c(c1)N(C)C(=O)CO2)C(F)(F)F, [Cu+2], COC(=O)c1ccc(B(O)O)cc1F, c1ccncc1. Yields the product COC(=O)c1ccc(Oc2ccc(C(C)C(O)(c3ccc4c(c3)N(C)C(=O)CO4)C(F)(F)F)c(Cl)c2)cc1F. RXN SMILES: [C:43]([O-:44])(=[O:45])[CH3:46].[C:48]([O-:49])(=[O:50])[CH3:51].[Cl:1][c:2]1[c:3]([CH:9]([C:10]([C:11]([F:12])([F:13])[F:14])([OH:15])[c:16]2[cH:17][cH:18][c:19]3[c:20]([cH:27]2)[N:21]([CH3:26])[C:22](=[O:25])[CH2:23][O:24]3)[CH3:28])[cH:4][cH:5][c:6]([OH:8])[cH:7]1.[Cu+2:47].[F:29][c:30]1[cH:31][c:32]([B:40]([OH:41])[OH:42])[cH:33][cH:34][c:35]1[C:36](=[O:37])[O:38][CH3:39].[cH:52]1[cH:53][cH:54][n:55][cH:56][cH:57]1>>[Cl:1][c:2]1[c:3]([CH:9]([C:10]([C:11]([F:12])([F:13])[F:14])([OH:15])[c:16]2[cH:17][cH:18][c:19]3[c:20]([cH:27]2)[N:21]([CH3:26])[C:22](=[O:25])[CH2:23][O:24]3)[CH3:28])[cH:4][cH:5][c:6]([O:8][c:32]2[cH:31][c:30]([F:29])[c:35]([C:36](=[O:37])[O:38][CH3:39])[cH:34][cH:33]2)[cH:7]1.